From a dataset of the Open Reaction Database (ORD), a public repository of structured organic reaction records. describe an organic reaction: reactants, conditions, products, and yield The product is C(C)(=O)NCC=1SC(=CN1)C(CBr)=O (2-(acetylaminomethyl)-5-bromoacetylthiazole). Run at time 24 hour. The reactants are BrBr (bromine), C(C)(=O)C1=CN=C(S1)CNC(C)=O (5-acetyl-2-acetylaminomethylthiazole), Br (hydrobromic acid). As a reaction SMILES: [Br:1]Br.[C:3]([C:6]1[S:10][C:9]([CH2:11][NH:12][C:13](=[O:15])[CH3:14])=[N:8][CH:7]=1)(=[O:5])[CH3:4].Br>C(O)(=O)C>[C:13]([NH:12][CH2:11][C:9]1[S:10][C:6]([C:3](=[O:5])[CH2:4][Br:1])=[CH:7][N:8]=1)(=[O:15])[CH3:14]. Run in C(C)(=O)O (acetic acid), C(C)(=O)O (acetic acid), C(C)(=O)O (acetic acid). Yield: 107.4%. Procedure details: A solution of bromine (1.61 g) in acetic acid (4 ml) was added dropwise to a mixture of 5-acetyl-2-acetylaminomethylthiazole (2.00 g), 30 (W/W) % hydrobromic acid solution in acetic acid (5 ml) and acetic acid (40 ml) at ambient temperature. After stirring for 24 hours at ambient temperature, the resulting precipitate was collected by filtration and washed with acetic acid to give 2-(acetylaminomethyl)-5-bromoacetylthiazole (3.00 g).